From a dataset of the Open Reaction Database (ORD), a public repository of structured organic reaction records. describe an organic reaction: reactants, conditions, products, and yield Reactants: [BH3-]C#N, CC(=O)c1cnccn1, CC(=O)[O-], CO, Cl, [NH4+], [Na+]. The product is CC(N)c1cnccn1. Reaction SMILES: [C:15](#[N:16])[BH3-:17].[C:1]([CH3:2])(=[O:3])[c:4]1[n:5][cH:6][cH:7][n:8][cH:9]1.[CH3:11][C:12](=[O:13])[O-:14].[CH3:20][OH:21].[ClH:19].[NH4+:10].[Na+:18]>>[CH:1]([CH3:2])([c:4]1[n:5][cH:6][cH:7][n:8][cH:9]1)[NH2:16]. Starting materials: COC(C=C1CCN(CC1)C=1SC2=C(N1)C=CC(=C2)Cl)=O ([1-(6-chlorobenzothiazole-2-yl)piperidine-4-ylidene]acetic acid methyl ester), C(C)[Mg]Br (ethyl magnesium bromide), C(O)([O-])=O.[Na+] (sodium hydrogencarbonate), FC(S(=O)(=O)O[Si](C)(C)C)(F)F (trimethylsilyl trifluoromethansulfonate). Reagents/catalysts: [Cu](I)I (Copper iodide). The solvent is O1CCCC1 (tetrahydrofuran), O1CCCC1 (tetrahydrofuran). Conditions: temperature -25 celsius, time 0.5 hour. Product: COC(CC1(CCN(CC1)C=1SC2=C(N1)C=CC(=C2)Cl)CC)=O ([1-(6-chlorobenzothiazole-2-yl)-4-ethyl piperidine-4-yl]acetic acid methyl ester). Yield: 90.0%. Reaction SMILES: [CH2:1]([Mg]Br)[CH3:2].[CH3:5][O:6][C:7](=[O:25])[CH:8]=[C:9]1[CH2:14][CH2:13][N:12]([C:15]2[S:16][C:17]3[CH:23]=[C:22]([Cl:24])[CH:21]=[CH:20][C:18]=3[N:19]=2)[CH2:11][CH2:10]1.FC(F)(F)S(O[Si](C)(C)C)(=O)=O.C(=O)([O-])O.[Na+]>O1CCCC1.[Cu](I)I>[CH3:5][O:6][C:7](=[O:25])[CH2:8][C:9]1([CH2:1][CH3:2])[CH2:10][CH2:11][N:12]([C:15]2[S:16][C:17]3[CH:23]=[C:22]([Cl:24])[CH:21]=[CH:20][C:18]=3[N:19]=2)[CH2:13][CH2:14]1 |f:3.4|. Procedure: Copper iodide (1.77 g) was suspended in tetrahydrofuran (18 mL), and ethyl magnesium bromide (1.0 M tetrahydrofuran solution, 18.6 mL) was added thereto at −30° C. After stirring at −25° C. for 0.5 hour, the reaction solution was cooled to −78° C. To the mixture was added dropwise a solution of [1-(6-chlorobenzothiazole-2-yl)piperidine-4-ylidene]acetic acid methyl ester (1.00 g) in tetrahydrofuran (10 mL), and then added trimethylsilyl trifluoromethansulfonate (1.12 mL). After stirring at −78° C... Starting materials: C1(=CC=CC=C1)S(=O)(=O)NC1=C(/C=C/C(=O)OC)C=C(C=C1)C(F)(F)F (methyl trans-2-phenylsulfonylamino-5-(trifluoromethyl)cinnamate), BrCC(=O)C1=NC=CC(=C1)CC (2-bromoacetyl-4-ethylpyridine). Yields the product COC(CC1=C(NC2=CC=C(C=C12)C(F)(F)F)C(=O)C1=NC=CC(=C1)CC)=O (Methyl[2-(4-ethylpyridine-2-carbonyl)-5-trifluoromethyl-1H-indol-3-yl]acetate). RXN SMILES: C1(S([NH:10][C:11]2[CH:22]=[CH:21][C:20]([C:23]([F:26])([F:25])[F:24])=[CH:19][C:12]=2/[CH:13]=[CH:14]/[C:15]([O:17][CH3:18])=[O:16])(=O)=O)C=CC=CC=1.Br[CH2:28][C:29]([C:31]1[CH:36]=[C:35]([CH2:37][CH3:38])[CH:34]=[CH:33][N:32]=1)=[O:30]>>[CH3:18][O:17][C:15](=[O:16])[CH2:14][C:13]1[C:12]2[C:11](=[CH:22][CH:21]=[C:20]([C:23]([F:24])([F:25])[F:26])[CH:19]=2)[NH:10][C:28]=1[C:29]([C:31]1[CH:36]=[C:35]([CH2:37][CH3:38])[CH:34]=[CH:33][N:32]=1)=[O:30]. Reported procedure: The title compound was prepared according to the procedure described in Example 57 from methyl trans-2-phenylsulfonylamino-5-(trifluoromethyl)cinnamate (step 2 of Example 151) and 2-bromoacetyl-4-ethylpyridine (Preparation is described in Example 57).